Dataset: the Open Reaction Database (ORD), a public repository of structured organic reaction records. Task: describe an organic reaction: reactants, conditions, products, and yield Starting materials: ice, C(C)(C)(C)OC(C(=O)OC)C=1N(C(C2=CC=CC=C2C1C1=C(C=C(C=C1)C)C)=O)C (methyl 2-(tert-butoxy)-2-(4-(2,4-dimethylphenyl)-2-methyl-1-oxo-1,2-dihydroisoquinolin-3-yl)acetate), BrBr (bromine). Yields the product BrC1=CC=C2C(=C(N(C(C2=C1)=O)C)C(C(=O)O)OC(C)(C)C)C1=C(C=C(C=C1)C)C ([7-bromo-4-(2,4-dimethylphenyl)-2-methyl-1-oxo-1,2-dihydro-3-isoquinolinyl][(1,1-dimethylethyl)oxy]acetic acid). Procedure details: An ice cold mixture of methyl 2-(tert-butoxy)-2-(4-(2,4-dimethylphenyl)-2-methyl-1-oxo-1,2-dihydroisoquinolin-3-yl)acetate (383 mg, 0.940 mmol) in N,N-dimethylformamide (DMF) (5.0 mL) was treated slowly with a solution of bromine (0.053 mL, 1.034 mmol) in dichloromethane (dichloromethane) (280 μl) to give an orange solution. The ice bath was removed and the mixture, which was excluded from light by wrapping the reaction vessel with aluminum foil, was stirred at ambient temperature overnight. The... The solvent is CN(C=O)C (N,N-dimethylformamide), ClCCl (dichloromethane). RXN SMILES: [C:1]([O:5][CH:6]([C:11]1[N:12]([CH3:30])[C:13](=[O:29])[C:14]2[C:19]([C:20]=1[C:21]1[CH:26]=[CH:25][C:24]([CH3:27])=[CH:23][C:22]=1[CH3:28])=[CH:18][CH:17]=[CH:16][CH:15]=2)[C:7]([O:9]C)=[O:8])([CH3:4])([CH3:3])[CH3:2].[Br:31]Br>CN(C)C=O.ClCCl>[Br:31][C:16]1[CH:15]=[C:14]2[C:19]([C:20]([C:21]3[CH:26]=[CH:25][C:24]([CH3:27])=[CH:23][C:22]=3[CH3:28])=[C:11]([CH:6]([O:5][C:1]([CH3:4])([CH3:3])[CH3:2])[C:7]([OH:9])=[O:8])[N:12]([CH3:30])[C:13]2=[O:29])=[CH:18][CH:17]=1. Conditions: time 8 hour. Starting materials: C(C)(=O)[O-].[Na+] (Sodium acetate), C(C)OC(C(C(=O)C(=O)OCC)=COCC)=O (diethyl(ethoxymethylene)oxalacetate), C(CC(=O)C)(=O)N (acetoacetamide). The solvent is C(C)O (ethanol). Run at time 30 minute. The product is C(C)(=O)C1=CC(=C(NC1=O)C(=O)OCC)C(=O)OCC (diethyl 5-acetyl-1,6-dihydro-6-oxo-2,3-pyridinedicarboxylate). Reaction SMILES: C([O-])(=O)C.[Na+].[CH2:6]([O:8][C:9](=[O:22])[C:10](=[CH:18]OCC)[C:11]([C:13]([O:15][CH2:16][CH3:17])=[O:14])=O)[CH3:7].[C:23]([NH2:29])(=[O:28])[CH2:24][C:25]([CH3:27])=[O:26]>C(O)C>[C:25]([C:24]1[C:23](=[O:28])[NH:29][C:11]([C:13]([O:15][CH2:16][CH3:17])=[O:14])=[C:10]([C:9]([O:8][CH2:6][CH3:7])=[O:22])[CH:18]=1)(=[O:26])[CH3:27] |f:0.1|. Reported procedure: Sodium acetate (30 g, 0.37 mol) is added to a stirred mixture of diethyl(ethoxymethylene)oxalacetate (87 g, 0.36 mol) and acetoacetamide (36 g, 0.36 mol) in absolute ethanol (300 mL). After stirring the reaction mixture for 30 minutes, the ethanol is distilled off under reduced pressure, the residue acidified to pH 2 with dilute aqueous hydrochloric acid and the resulting solid filtered off. Crystallization from an ethanol-water mixture affords diethyl 5-acetyl-1,6-dihydro-6-oxo-2,3-pyridinedica... The reactants are FC(C=1C=C(C=C(C1)C(F)(F)F)COC1C(C(CC1)NC)C1=CC=CC=C1)(F)F (1-(SR)-(3,5-Bis(trifluoromethyl)phenyl)methoxy-2-(SR)-phenyl-3-(RS)-(methyl amino)cyclopentane), ICC(=O)N (iodoacetamide), CCN(C(C)C)C(C)C (DIPEA). Run in C(C)#N (acetonitrile). Product: FC(C=1C=C(C=C(C1)C(F)(F)F)COC1C(C(CC1)N(C)CC(=O)N)C1=CC=CC=C1)(F)F (1-(SR)-(3,5-Bis(trifluoromethyl)phenyl)methoxy-2-(SR)-phenyl-3-(RS)-(N-(aminocarbonylmethyl)-N-methylamino)cyclopentane). Isolated yield 123.2%. As a reaction SMILES: [F:1][C:2]([F:29])([F:28])[C:3]1[CH:4]=[C:5]([CH2:13][O:14][CH:15]2[CH2:19][CH2:18][CH:17]([NH:20][CH3:21])[CH:16]2[C:22]2[CH:27]=[CH:26][CH:25]=[CH:24][CH:23]=2)[CH:6]=[C:7]([C:9]([F:12])([F:11])[F:10])[CH:8]=1.I[CH2:31][C:32]([NH2:34])=[O:33].CCN(C(C)C)C(C)C>C(#N)C>[F:1][C:2]([F:28])([F:29])[C:3]1[CH:4]=[C:5]([CH2:13][O:14][CH:15]2[CH2:19][CH2:18][CH:17]([N:20]([CH2:31][C:32]([NH2:34])=[O:33])[CH3:21])[CH:16]2[C:22]2[CH:23]=[CH:24][CH:25]=[CH:26][CH:27]=2)[CH:6]=[C:7]([C:9]([F:12])([F:11])[F:10])[CH:8]=1. Procedure: A solution of 50 mg of amine prepared in Example 11, 33 mg of iodoacetamide and 0.05 mL of DIPEA in 0.5 mL of acetonitrile was heated in a sealed vial at 50° C. for 2 h (or room temperature for 16 h). The volatiles were evaporated under a stream of nitrogen and the residue was purified on a 1 mm preparative silica gel plate eluted with 5% MeOH in methylene chloride to afford 70 mg of title compound. Mass spec (NH3 /CI): 475 (M+1). Starting materials: CN1CCCC1=O, CC(C)n1ncnc1-c1cn2c(n1)-c1cnc(O)cc1OCC2, Cl, NCC(N)=O. Product: CC(C)n1ncnc1-c1cn2c(n1)-c1cnc(NCC(N)=O)cc1OCC2. Reaction SMILES: [CH3:30][N:31]1[CH2:32][CH2:33][CH2:34][C:35]1=[O:36].[CH:1]([CH3:2])([CH3:3])[n:4]1[n:5][cH:6][n:7][c:8]1-[c:9]1[cH:10][n:11]2[c:17]([n:18]1)-[c:16]1[c:15]([cH:22][c:21]([OH:23])[n:20][cH:19]1)[O:14][CH2:13][CH2:12]2.[ClH:24].[NH2:25][CH2:26][C:27](=[O:28])[NH2:29]>>[CH:1]([CH3:2])([CH3:3])[n:4]1[n:5][cH:6][n:7][c:8]1-[c:9]1[cH:10][n:11]2[c:17]([n:18]1)-[c:16]1[c:15]([cH:22][c:21]([NH:25][CH2:26][C:27](=[O:28])[NH2:29])[n:20][cH:19]1)[O:14][CH2:13][CH2:12]2.